Dataset: the Open Reaction Database (ORD), a public repository of structured organic reaction records. Task: describe an organic reaction: reactants, conditions, products, and yield Starting materials: CN(C)C=O, O=C(O)c1cc(F)ccc1Oc1ccc(Cl)c(Cl)c1, O=S(Cl)Cl, c1ccccc1. Yields the product CNC(=O)c1cc(F)ccc1Oc1ccc(Cl)c(Cl)c1. Reaction SMILES: [CH3:20][N:21]([CH3:22])[CH:23]=[O:24].[Cl:1][c:2]1[cH:3][c:4]([O:5][c:6]2[c:7]([C:8](=[O:9])[OH:10])[cH:11][c:12]([F:15])[cH:13][cH:14]2)[cH:16][cH:17][c:18]1[Cl:19].[S:25]([Cl:26])([Cl:27])=[O:28].[cH:29]1[cH:30][cH:31][cH:32][cH:33][cH:34]1>>[Cl:1][c:2]1[cH:3][c:4]([O:5][c:6]2[c:7]([C:8](=[O:9])[NH:21][CH3:20])[cH:11][c:12]([F:15])[cH:13][cH:14]2)[cH:16][cH:17][c:18]1[Cl:19]. Reactants: O=C1C=2N=CN(C2N=CN1)CCC(=O)NC1=CC=C(C(=O)O)C=C1 (4-[[3-(1,6-dihydro-6-oxo-9H-purin-9-yl)-1-oxopropyl]amino]benzoic acid), thionyl chloride. The solvent is C1=CC=CC=C1 (benzene). Conditions: time 6 hour. Yields the product O=C1C=2N=CN(C2N=CN1)CCC(=O)NC1=CC=C(C(=O)OC(CN(C)C)C)C=C1 (4-[[3-(1,6-dihydro-6-oxo-9H-purin-9-yl)-1-oxopropyl]amino]benzoic acid, 1-(dimethylamino)-2-propyl ester). Yield: 33.0%. As a reaction SMILES: [O:1]=[C:2]1[NH:10][CH:9]=[N:8][C:7]2[N:6]([CH2:11][CH2:12][C:13]([NH:15][C:16]3[CH:24]=[CH:23][C:19]([C:20]([OH:22])=[O:21])=[CH:18][CH:17]=3)=[O:14])[CH:5]=[N:4][C:3]1=2>C1C=CC=CC=1>[O:1]=[C:2]1[NH:10][CH:9]=[N:8][C:7]2[N:6]([CH2:11][CH2:12][C:13]([NH:15][C:16]3[CH:24]=[CH:23][C:19]([C:20]([O:22][CH:3]([CH3:2])[CH2:7][N:6]([CH3:11])[CH3:5])=[O:21])=[CH:18][CH:17]=3)=[O:14])[CH:5]=[N:4][C:3]1=2. Procedure: 2.0 g (5.78 mmol) of 4-[[3-(1,6-dihydro-6-oxo-9H-purin-9-yl)-1-oxopropyl]amino]benzoic acid (AIT-0082) were placed into a 100 ml round bottom flask equipped with a magnetic stirring bar, reflux condenser and a drying tube. 16 ml of thionyl/chloride were added and the mixture was slowly heated to 55°-60° C. for six hours. The reaction mixture was allowed to cool to room temperature. 50 ml of benzene were added to break up the crystal mass. The solid was collected by filtration, washed twice with ... Starting materials: [H][H] (hydrogen), [H][H] (hydrogen), FC(C1=CC=C(C=NO)C=C1)(F)F (4-trifluoromethylbenzaldehyde oxime), N (ammonia), liquid. Reagents/catalysts: [Pd] (palladium), catalyst. The solvent is CC(C)O (2-propanol). The product is FC(C1=CC=C(CN)C=C1)(F)F (4-trifluoromethylbenzylamine). Yield: 92.6%. Reaction SMILES: [F:1][C:2]([F:13])([F:12])[C:3]1[CH:11]=[CH:10][C:6]([CH:7]=[N:8]O)=[CH:5][CH:4]=1.N.[H][H]>[Pd].CC(O)C>[F:1][C:2]([F:12])([F:13])[C:3]1[CH:11]=[CH:10][C:6]([CH2:7][NH2:8])=[CH:5][CH:4]=1. Reported procedure: The second step of the process of the present invention was conducted as follows. At first, a 1-liter autoclave equipped with a mechanical stirrer was charged with 300 g (1.59 mol) of 4-trifluoromethylbenzaldehyde oxime, 460 g of 2-propanol, and 15 g of a catalyst (i.e., a carbon powder (50% wet) carrying thereon 5% palladium), followed by introduction of 40 g of liquid ammonia and then introduction of hydrogen to have a pressure of 1 MPa. Then, the reaction mixture was stirred, while the reacti... Run at temperature 80 celsius, time 48 hour. The reactants are CC(C)(C)C(=O)Oc2ccc1cc(O[Si](C)(C)C(C)(C)C)ccc1c2 (substrate), O=C=O (effective_coupling_partner). Yields the product CC(C)(C)[Si](C)(C)Oc2ccc1cc(C(=O)O)ccc1c2. The reagents and catalysts are dppf. Starting materials: Cc1c(N)cccc1N(Cc1ccccc1)Cc1ccccc1, CC(C)S(=O)(=O)Cl. The product is Cc1c(NS(=O)(=O)C(C)C)cccc1N(Cc1ccccc1)Cc1ccccc1. RXN SMILES: [CH2:1]([c:2]1[cH:3][cH:4][cH:5][cH:6][cH:7]1)[N:8]([c:9]1[c:10]([CH3:16])[c:11]([NH2:15])[cH:12][cH:13][cH:14]1)[CH2:17][c:18]1[cH:19][cH:20][cH:21][cH:22][cH:23]1.[CH:24]([CH3:25])([CH3:26])[S:27](=[O:28])(=[O:29])[Cl:30]>>[CH2:1]([c:2]1[cH:3][cH:4][cH:5][cH:6][cH:7]1)[N:8]([c:9]1[c:10]([CH3:16])[c:11]([NH:15][S:27]([CH:24]([CH3:25])[CH3:26])(=[O:28])=[O:29])[cH:12][cH:13][cH:14]1)[CH2:17][c:18]1[cH:19][cH:20][cH:21][cH:22][cH:23]1.